This data is from the Open Reaction Database (ORD), a public repository of structured organic reaction records. The task is: describe an organic reaction: reactants, conditions, products, and yield Reactants: C(CCCCCCCC)(=O)OC1=CC=C(C(=O)O)C=C1 (4-nonanoyloxy benzoic acid), OC1=CC=C(C=C1)C1=CC=C(C=C1)C(C(CCCCCC)C)=O (4-hydroxy-4'-(2-methyloctanoyl) biphenyl), C1(CCCCC1)N=C=NC1CCCCC1 (dicyclohexylcarbodiimide). Reagents/catalysts: CN(C1=CC=NC=C1)C (4-dimethylamino pyridine). The solvent is ClCCl (dichloromethane). Product: C(CCCCCCCC)(=O)OC1=CC=C(C(=O)O)C=C1.CC(C(=O)C1=CC=C(C=C1)C1=CC=CC=C1)CCCCCC (4-nonanoyloxy benzoic acid 4-(2-methyloctanoyl) biphenyl). Isolated yield 42.2%. As a reaction SMILES: [C:1]([O:11][C:12]1[CH:20]=[CH:19][C:15]([C:16]([OH:18])=[O:17])=[CH:14][CH:13]=1)(=[O:10])[CH2:2][CH2:3][CH2:4][CH2:5][CH2:6][CH2:7][CH2:8][CH3:9].O[C:22]1[CH:27]=[CH:26][C:25]([C:28]2[CH:33]=[CH:32][C:31]([C:34](=[O:43])[CH:35]([CH3:42])[CH2:36][CH2:37][CH2:38][CH2:39][CH2:40][CH3:41])=[CH:30][CH:29]=2)=[CH:24][CH:23]=1.C1(N=C=NC2CCCCC2)CCCCC1>CN(C)C1C=CN=CC=1.ClCCl>[C:1]([O:11][C:12]1[CH:20]=[CH:19][C:15]([C:16]([OH:18])=[O:17])=[CH:14][CH:13]=1)(=[O:10])[CH2:2][CH2:3][CH2:4][CH2:5][CH2:6][CH2:7][CH2:8][CH3:9].[CH3:42][CH:35]([CH2:36][CH2:37][CH2:38][CH2:39][CH2:40][CH3:41])[C:34]([C:31]1[CH:32]=[CH:33][C:28]([C:25]2[CH:26]=[CH:27][CH:22]=[CH:23][CH:24]=2)=[CH:29][CH:30]=1)=[O:43] |f:5.6|. Reported procedure: Into a flask were charged 80.7 mg (0.29 mmol) of 4-nonanoyloxy benzoic acid, 84.2 mg (0.27 mmol) of 4-hydroxy-4'-(2-methyloctanoyl) biphenyl, 63.5 mg (0.31 mmol) of dicyclohexylcarbodiimide, 6.0 mg (0.05 mmol) of 4-dimethylamino pyridine and 5 ml of dried dichloromethane, which was heated under reflux for 6 hours. After the cooling, the resulting solid was filtered off, and washed with dichloromethane. The organic phase was washed with 0.1 normal hydrochloric acid and then water, dried on anhydr... Reactants: Cc1[nH]cnc1CC1CCc2c(CN(C)C)c3ccccc3n2C1=O, CCO, O=C[O-], [NH4+], C1CCOC1, O. The product is Cc1[nH]cnc1CC1CCc2c(C)c3ccccc3n2C1=O. Reaction SMILES: [CH3:1][N:2]([CH3:3])[CH2:4][c:5]1[c:6]2[n:7]([c:8]3[cH:9][cH:10][cH:11][cH:12][c:13]13)[C:14](=[O:25])[CH:15]([CH2:18][c:19]1[n:20][cH:21][nH:22][c:23]1[CH3:24])[CH2:16][CH2:17]2.[CH3:30][CH2:31][OH:32].[CH:26]([O-:27])=[O:28].[NH4+:29].[O:34]1[CH2:35][CH2:36][CH2:37][CH2:38]1.[OH2:33]>>[CH3:4][c:5]1[c:6]2[n:7]([c:8]3[cH:9][cH:10][cH:11][cH:12][c:13]13)[C:14](=[O:25])[CH:15]([CH2:18][c:19]1[n:20][cH:21][nH:22][c:23]1[CH3:24])[CH2:16][CH2:17]2. The reactants are Cl (HCl), O=C1C2=C(OC3=C1C=C(C=C3)C(=O)O)CCC2 (1,2,3,9-tetrahydro-9-oxo-cyclopenta[b][1]benzopyran-7-carboxylic acid), COC1=C(C=O)C=CC=C1 (2-methoxy-benzaldehyde), C[O-].[Na+] (sodium methylate). Run in CO (methanol). Run at temperature 45 celsius, time 7 hour. Product: COC1=C(C=C2CCC3=C2OC2=C(C3=O)C=C(C=C2)C(=O)O)C=CC=C1 (3-(2-methoxy-benzylidene)-1,2,3,9-tetrahydro-9-oxo-cyclopenta[b][1]benzopyran-7-carboxylic acid). RXN SMILES: [O:1]=[C:2]1[C:7]2[CH:8]=[C:9]([C:12]([OH:14])=[O:13])[CH:10]=[CH:11][C:6]=2[O:5][C:4]2[CH2:15][CH2:16][CH2:17][C:3]1=2.[CH3:18][O:19][C:20]1[CH:27]=[CH:26][CH:25]=[CH:24][C:21]=1[CH:22]=O.C[O-].[Na+].Cl>CO>[CH3:18][O:19][C:20]1[CH:27]=[CH:26][CH:25]=[CH:24][C:21]=1[CH:22]=[C:15]1[C:4]2[O:5][C:6]3[CH:11]=[CH:10][C:9]([C:12]([OH:14])=[O:13])=[CH:8][C:7]=3[C:2](=[O:1])[C:3]=2[CH2:17][CH2:16]1 |f:2.3|. Procedure details: 1,2,3,9-tetrahydro-9-oxo-cyclopenta[b][1]benzopyran-7-carboxylic acid, m.p. 273°-275° C. (1.6 g) was reacted with 2-methoxy-benzaldehyde (1 g) in methanol (60 ml) in the presence of sodium methylate (1.3 g) under stirring at 45° C. for 7 hours. After cooling, the reaction mixture was acidified with 37% HCl and the precipitate was filtered and washed with methanol and then with water until neutral. Crystallization from chloroform-ethanol gave 1.2 g of 3-(2-methoxy-benzylidene)-1,2,3,9-tetrahydro-...